Dataset: the Open Reaction Database (ORD), a public repository of structured organic reaction records. Task: describe an organic reaction: reactants, conditions, products, and yield Reactants: FC(C1=NC(=CC(=C1C(=O)OCC)Cl)C(F)(F)F)(F)F (Ethyl 2,6-bis(trifluoromethyl)-4-chloro-3-pyridinecarboxylate), C(=O)([O-])[O-].[K+].[K+] (K2CO3), C(C)S (ethanethiol). Solvent: C(C(C)C)C(=O)C (methyl isobutyl ketone). Yields the product C(C)SC1=C(C(=NC(=C1)C(F)(F)F)C(F)(F)F)C(=O)OCC (Ethyl 4-(ethylthio)-2,6-bis(trifluoromethyl)-3-pyridinecarboxylate). Yield: 69.7%. RXN SMILES: [F:1][C:2]([F:20])([F:19])[C:3]1[C:8]([C:9]([O:11][CH2:12][CH3:13])=[O:10])=[C:7](Cl)[CH:6]=[C:5]([C:15]([F:18])([F:17])[F:16])[N:4]=1.C([O-])([O-])=O.[K+].[K+].[CH2:27]([SH:29])[CH3:28]>C(C(C)=O)C(C)C>[CH2:27]([S:29][C:7]1[CH:6]=[C:5]([C:15]([F:18])([F:17])[F:16])[N:4]=[C:3]([C:2]([F:20])([F:19])[F:1])[C:8]=1[C:9]([O:11][CH2:12][CH3:13])=[O:10])[CH3:28] |f:1.2.3|. Procedure details: A mixture of 3.0 g (0.009 mol) of product of Example 9, 1.55 g (0.011 mol) of K2CO3 and 3.5 ml (0.047 mol) of ethanethiol in 15 ml of methyl isobutyl ketone was stirred at reflux for 60 hours. The reaction mixture was concentrated. The residue was taken up in ether, washed with 10% NaOH and water, dried (MgSO4) and concentrated in vacuo to 2.98 g of dark oil which was purified by HPLC using 5% ethyl acetate/cyclohexane as eluting solvent affording 2.18 g (69.8%) of product as a tan solid; mp 36°... The reactants are ClC1=NSC(=C1C#N)C1=CC=C(C=C1)NC(OC(C)(C)C)=O (tert-Butyl 4-(3-chloro-4-cyanoisothiazol-5-yl)phenylcarbamate), C(=O)(C(F)(F)F)O (TFA). Run in C(Cl)Cl (DCM). Conditions: time 8 hour. The product is NC1=CC=C(C=C1)C1=C(C(=NS1)Cl)C#N (5-(4-Aminophenyl)-3-chloroisothiazole-4-carbonitrile). RXN SMILES: [Cl:1][C:2]1[C:6]([C:7]#[N:8])=[C:5]([C:9]2[CH:14]=[CH:13][C:12]([NH:15]C(=O)OC(C)(C)C)=[CH:11][CH:10]=2)[S:4][N:3]=1.C(O)(C(F)(F)F)=O>C(Cl)Cl>[NH2:15][C:12]1[CH:11]=[CH:10][C:9]([C:5]2[S:4][N:3]=[C:2]([Cl:1])[C:6]=2[C:7]#[N:8])=[CH:14][CH:13]=1. Procedure details: A solution of tert-Butyl 4-(3-chloro-4-cyanoisothiazol-5-yl)phenylcarbamate (4.76 g, 13.38 mmol) in DCM (100 ml) was treated with 10 mL of TFA. The reaction mixture was stirred at RT overnight. Solvent was removed in vacuo. The residue was diluted with water and DCM (100 ml). Layers were separated and the aqueous layer was extracted with DCM×2. The combined organics was washed with brine and dried with MgSO4, filtered, and concentrated. Product was rinsed with Et2O/hexanes and collected by filtr... The reactants are O=C1CCC(=O)N1Br, [Li]CCCC, COCOc1cc(OC)c(OCOC)c(CCCCCc2c(OC)c(OCOC)cc(OC)c2OCOC)c1OC, CN(C)CCN(C)C, CN(C)P(=O)(N(C)C)N(C)C, C1CCOC1. Product: COCOc1cc(OC)c(OCOC)c(CCCCCc2c(OC)c(OCOC)c(Br)c(OC)c2OCOC)c1OC. As a reaction SMILES: [Br:55][N:56]1[C:57](=[O:58])[CH2:59][CH2:60][C:61]1=[O:62].[CH2:50]([Li:51])[CH2:52][CH2:53][CH3:54].[CH3:1][O:2][c:3]1[c:4]([CH2:19][CH2:20][CH2:21][CH2:22][CH2:23][c:24]2[c:25]([O:40][CH3:41])[c:26]([O:36][CH2:37][O:38][CH3:39])[cH:27][c:28]([O:34][CH3:35])[c:29]2[O:30][CH2:31][O:32][CH3:33])[c:5]([O:15][CH2:16][O:17][CH3:18])[c:6]([O:13][CH3:14])[cH:7][c:8]1[O:9][CH2:10][O:11][CH3:12].[CH3:42][N:43]([CH2:44][CH2:45][N:46]([CH3:47])[CH3:48])[CH3:49].[CH3:68][N:69]([CH3:70])[P:71](=[O:72])([N:73]([CH3:74])[CH3:75])[N:76]([CH3:77])[CH3:78].[O:63]1[CH2:64][CH2:65][CH2:66][CH2:67]1>>[CH3:1][O:2][c:3]1[c:4]([CH2:19][CH2:20][CH2:21][CH2:22][CH2:23][c:24]2[c:25]([O:40][CH3:41])[c:26]([O:36][CH2:37][O:38][CH3:39])[cH:27][c:28]([O:34][CH3:35])[c:29]2[O:30][CH2:31][O:32][CH3:33])[c:5]([O:15][CH2:16][O:17][CH3:18])[c:6]([O:13][CH3:14])[c:7]([Br:55])[c:8]1[O:9][CH2:10][O:11][CH3:12]. Starting materials: F[B-](F)(F)F.C1(CCCCC1)P(C1CCCCC1)C1CCCCC1 (tricyclohexylphosphine tetrafluoroborate), Cl (hydrochloric acid), N1(CCC1)S(=O)(=O)NC(C1=C(C=C(C(=C1)Cl)OCC1(CCCC1)C(F)(F)F)F)=O (N-(azetidin-1-ylsulfonyl)-5-chloro-2-fluoro-4-((1-(trifluoromethyl)-cyclopentyl)methoxy)benzamide), C1(CC1)B(O)O (cyclopropylboronic acid), P(=O)([O-])([O-])[O-].[K+].[K+].[K+] (potassium phosphate). Reported procedure: To a mixture of N-(azetidin-1-ylsulfonyl)-5-chloro-2-fluoro-4-((1-(trifluoromethyl)-cyclopentyl)methoxy)benzamide (0.18 g, 0.39 mmol), cyclopropylboronic acid (0.40 g, 4.65 mmol) and potassium phosphate (2.55 g, 12.00 mmol) in toluene (20 mL) and water (1.0 mL) was sparged with a nitrogen atmosphere for 10 minutes, tricyclohexylphosphine tetrafluoroborate (0.17 g, 0.48 mmol) and palladium acetate (0.05 g, 0.22 mmol) was added to this reaction mixture. The reaction mixture was heated to 100° C. f... Solvent: C1(=CC=CC=C1)C (toluene), O (water). Yield: 60.7%. Reaction conditions: temperature 100 celsius. Reagents/catalysts: C(C)(=O)[O-].[Pd+2].C(C)(=O)[O-] (palladium acetate). Reaction SMILES: [N:1]1([S:5]([NH:8][C:9](=[O:29])[C:10]2[CH:15]=[C:14](Cl)[C:13]([O:17][CH2:18][C:19]3([C:24]([F:27])([F:26])[F:25])[CH2:23][CH2:22][CH2:21][CH2:20]3)=[CH:12][C:11]=2[F:28])(=[O:7])=[O:6])[CH2:4][CH2:3][CH2:2]1.[CH:30]1(B(O)O)[CH2:32][CH2:31]1.P([O-])([O-])([O-])=O.[K+].[K+].[K+].F[B-](F)(F)F.C1(P(C2CCCCC2)C2CCCCC2)CCCCC1.Cl>C1(C)C=CC=CC=1.O.C([O-])(=O)C.[Pd+2].C([O-])(=O)C>[N:1]1([S:5]([NH:8][C:9](=[O:29])[C:10]2[CH:15]=[C:14]([CH:30]3[CH2:32][CH2:31]3)[C:13]([O:17][CH2:18][C:19]3([C:24]([F:27])([F:26])[F:25])[CH2:23][CH2:22][CH2:21][CH2:20]3)=[CH:12][C:11]=2[F:28])(=[O:7])=[O:6])[CH2:4][CH2:3][CH2:2]1 |f:2.3.4.5,6.7,11.12.13|. Yields the product N1(CCC1)S(=O)(=O)NC(C1=C(C=C(C(=C1)C1CC1)OCC1(CCCC1)C(F)(F)F)F)=O (N-(azetidin-1-ylsulfonyl)-5-cyclopropyl-2-fluoro-4-((1-(trifluoromethyl)-cyclopentyl)methoxy)benzamide).